This data is from the Open Reaction Database (ORD), a public repository of structured organic reaction records. The task is: describe an organic reaction: reactants, conditions, products, and yield Starting materials: C1CCOC1, COB1OC(C)(C)C(C)(C)O1, CC(C)[Mg+], [Cl-], [Cl-], Cc1c(I)cnn1CC(C)(C)O, [NH4+]. Product: Cc1c(B2OC(C)(C)C(C)(C)O2)cnn1CC(C)(C)O. As a reaction SMILES: [CH2:13]1[O:14][CH2:15][CH2:16][CH2:17]1.[CH3:23][O:24][B:25]1[O:26][C:27]([CH3:32])([CH3:33])[C:28]([CH3:30])([CH3:31])[O:29]1.[CH:19]([Mg+:20])([CH3:21])[CH3:22].[Cl-:18].[Cl-:34].[I:1][c:2]1[cH:3][n:4][n:5]([CH2:8][C:9]([CH3:10])([OH:11])[CH3:12])[c:6]1[CH3:7].[NH4+:35]>>[c:2]1([B:25]2[O:26][C:27]([CH3:32])([CH3:33])[C:28]([CH3:30])([CH3:31])[O:29]2)[cH:3][n:4][n:5]([CH2:8][C:9]([CH3:10])([OH:11])[CH3:12])[c:6]1[CH3:7]. RXN SMILES: [CH:1](=[O:2])[C:3]([C:4]#[N:5])([CH2:6][c:7]1[n:8]([CH2:12][O:13][CH2:14][CH2:15][Si:16]([CH3:17])([CH3:18])[CH3:19])[cH:9][cH:10][n:11]1)[CH2:20][c:21]1[n:22]([CH2:26][O:27][CH2:28][CH2:29][Si:30]([CH3:31])([CH3:32])[CH3:33])[cH:23][cH:24][n:25]1.[CH:34]1([N:40]2[CH2:41][CH2:42][C:43]3([CH2:44][CH2:45][N:46]([CH2:48][c:49]4[cH:50][cH:51][c:52]([CH2:55][NH2:56])[cH:53][cH:54]4)[CH2:47]3)[CH2:57][CH2:58]2)[CH2:35][CH2:36][CH2:37][CH2:38][CH2:39]1>>[CH2:1]([C:3]([C:4]#[N:5])([CH2:6][c:7]1[n:8]([CH2:12][O:13][CH2:14][CH2:15][Si:16]([CH3:17])([CH3:18])[CH3:19])[cH:9][cH:10][n:11]1)[CH2:20][c:21]1[n:22]([CH2:26][O:27][CH2:28][CH2:29][Si:30]([CH3:31])([CH3:32])[CH3:33])[cH:23][cH:24][n:25]1)[NH:56][CH2:55][c:52]1[cH:51][cH:50][c:49]([CH2:48][N:46]2[CH2:45][CH2:44][C:43]3([CH2:42][CH2:41][N:40]([CH:34]4[CH2:35][CH2:36][CH2:37][CH2:38][CH2:39]4)[CH2:58][CH2:57]3)[CH2:47]2)[cH:54][cH:53]1. Product: C[Si](C)(C)CCOCn1ccnc1CC(C#N)(CNCc1ccc(CN2CCC3(CCN(C4CCCCC4)CC3)C2)cc1)Cc1nccn1COCC[Si](C)(C)C. Reactants: C[Si](C)(C)CCOCn1ccnc1CC(C#N)(C=O)Cc1nccn1COCC[Si](C)(C)C, NCc1ccc(CN2CCC3(CCN(C4CCCCC4)CC3)C2)cc1.